Dataset: the Open Reaction Database (ORD), a public repository of structured organic reaction records. Task: describe an organic reaction: reactants, conditions, products, and yield The reactants are ClC1=CC(=NC(=N1)SC)N1C(=NC2=C1C=CC=C2)C(F)F (1-[6-chloro-2-(methylsulfanyl)pyrimidin-4-yl]-2-(difluoromethyl)-1H-benzimidazole), Cl.CN(C(O)=O)[C@H]1C(N(CC1)[C@@H]1CC[C@H](CC1)N)=O (methyl[(3R)-1-(trans-4-aminocyclohexyl)-2-oxopyrrolidin-3-yl]carbamate hydrochloride), C([O-])([O-])=O.[K+].[K+] (potassium carbonate), C(C)N(C(C)C)C(C)C (N-ethyl-N-isopropylpropan-2-amine). Solvent: C(C)(=O)OCC (ethyl acetate), O (water), CN(C(C)=O)C (N,N-dimethylacetamide). Reaction conditions: temperature 60 celsius, time 8 hour. Product: COC(N[C@H]1C(N(CC1)[C@@H]1CC[C@H](CC1)NC1=NC(=NC(=C1)N1C(=NC2=C1C=CC=C2)C(F)F)SC)=O)=O (methyl{(3R)-1-[trans-4-({6-[2-(difluoromethyl)-1H-benzimidazol-1-yl]-2-(methylsulfanyl)pyrimidin-4-yl}amino)cyclohexyl]-2-oxopyrrolidin-3-yl}carbamate). Isolated yield 76.3%. As a reaction SMILES: Cl[C:2]1[N:7]=[C:6]([S:8][CH3:9])[N:5]=[C:4]([N:10]2[C:14]3[CH:15]=[CH:16][CH:17]=[CH:18][C:13]=3[N:12]=[C:11]2[CH:19]([F:21])[F:20])[CH:3]=1.Cl.C[N:24]([C@@H:28]1[CH2:32][CH2:31][N:30]([C@H:33]2[CH2:38][CH2:37][C@H:36]([NH2:39])[CH2:35][CH2:34]2)[C:29]1=[O:40])[C:25](=[O:27])[OH:26].[C:41](=O)([O-])[O-].[K+].[K+].C(N(C(C)C)C(C)C)C>C(OCC)(=O)C.O.CN(C)C(=O)C>[CH3:41][O:26][C:25](=[O:27])[NH:24][C@@H:28]1[CH2:32][CH2:31][N:30]([C@H:33]2[CH2:38][CH2:37][C@H:36]([NH:39][C:2]3[CH:3]=[C:4]([N:10]4[C:14]5[CH:15]=[CH:16][CH:17]=[CH:18][C:13]=5[N:12]=[C:11]4[CH:19]([F:21])[F:20])[N:5]=[C:6]([S:8][CH3:9])[N:7]=3)[CH2:35][CH2:34]2)[C:29]1=[O:40] |f:1.2,3.4.5|. Procedure details: A mixture of 1-[6-chloro-2-(methylsulfanyl)pyrimidin-4-yl]-2-(difluoromethyl)-1H-benzimidazole (350 mg), methyl[(3R)-1-(trans-4-aminocyclohexyl)-2-oxopyrrolidin-3-yl]carbamate hydrochloride (344 mg), potassium carbonate (178 mg), N-ethyl-N-isopropylpropan-2-amine (1.1 mL), and N,N-dimethylacetamide (1.75 mL) was stirred at 60° C. overnight. To the reaction solution were added water and ethyl acetate. The insoluble matter was collected by filtration, followed by extraction with ethyl acetate. The... The reactants are CC(=O)[O-], Cl, NO, [Na+], O=Cc1cccc(C#Cc2ccccc2)c1. Yields the product ON=Cc1cccc(C#Cc2ccccc2)c1. RXN SMILES: [CH3:21][C:22](=[O:23])[O-:24].[ClH:17].[NH2:18][OH:19].[Na+:20].[c:1]1([C:7]#[C:8][c:9]2[cH:10][c:11]([CH:12]=[O:13])[cH:14][cH:15][cH:16]2)[cH:2][cH:3][cH:4][cH:5][cH:6]1>>[c:1]1([C:7]#[C:8][c:9]2[cH:10][c:11]([CH:12]=[N:18][OH:19])[cH:14][cH:15][cH:16]2)[cH:2][cH:3][cH:4][cH:5][cH:6]1. The reactants are CC(=O)OC(C)=O, CCOC(C)=O, ON=Cc1c[nH]cc1-c1cccc(Cl)c1Cl. Yields the product N#Cc1c[nH]cc1-c1cccc(Cl)c1Cl. RXN SMILES: [CH3:17][C:18]([O:19][C:20](=[O:21])[CH3:22])=[O:23].[CH3:24][CH2:25][O:26][C:27](=[O:28])[CH3:29].[OH:1][N:2]=[CH:3][c:4]1[cH:5][nH:6][cH:7][c:8]1-[c:9]1[c:10]([Cl:16])[c:11]([Cl:15])[cH:12][cH:13][cH:14]1>>[N:2]#[C:3][c:4]1[cH:5][nH:6][cH:7][c:8]1-[c:9]1[c:10]([Cl:16])[c:11]([Cl:15])[cH:12][cH:13][cH:14]1.